Dataset: the Open Reaction Database (ORD), a public repository of structured organic reaction records. Task: describe an organic reaction: reactants, conditions, products, and yield Starting materials: BrCc1ncccc1I, C=Cc1ccccc1N(Cc1cc(F)c(Cl)nc1Cl)C(C)=O. The product is C=Cc1ccccc1N(Cc1ncccc1I)C(C)=O. As a reaction SMILES: [Br:1][CH2:2][c:3]1[n:4][cH:5][cH:6][cH:7][c:8]1[I:9].[Cl:10][c:11]1[c:12]([CH2:13][N:18]([C:19]([CH3:20])=[O:21])[c:22]2[c:23]([CH:28]=[CH2:29])[cH:24][cH:25][cH:26][cH:27]2)[cH:14][c:15]([F:16])[c:17]([Cl:30])[n:31]1>>[CH2:2]([c:3]1[n:4][cH:5][cH:6][cH:7][c:8]1[I:9])[N:18]([C:19]([CH3:20])=[O:21])[c:22]1[c:23]([CH:28]=[CH2:29])[cH:24][cH:25][cH:26][cH:27]1. The reactants are [Si](C)(C)(C(C)(C)C)OC=1C=CC=C2C=CC(=NC12)C1=NN=C2N1C=C(C=C2)C2CC2 (8-(tert-butyldimethylsilyloxy)-2-(6-cyclopropyl-[1,2,4]triazolo[4,3-a]pyridin-3-yl)quinoline), TBAF hydrate. The solvent is [NH4+].[Cl-] (NH4Cl), O (water), C1CCOC1 (THF). Reaction conditions: time 17 hour. Yields the product C1(CC1)C=1C=CC=2N(C1)C(=NN2)C2=NC1=C(C=CC=C1C=C2)O (2-(6-cyclopropyl-[1,2,4]triazolo[4,3-a]pyridin-3-yl)quinolin-8-ol). Isolated yield 62.3%. As a reaction SMILES: [Si]([O:8][C:9]1[CH:10]=[CH:11][CH:12]=[C:13]2[C:18]=1[N:17]=[C:16]([C:19]1[N:23]3[CH:24]=[C:25]([CH:28]4[CH2:30][CH2:29]4)[CH:26]=[CH:27][C:22]3=[N:21][N:20]=1)[CH:15]=[CH:14]2)(C(C)(C)C)(C)C>C1COCC1.[NH4+].[Cl-].O>[CH:28]1([C:25]2[CH:26]=[CH:27][C:22]3[N:23]([C:19]([C:16]4[CH:15]=[CH:14][C:13]5[C:18](=[C:9]([OH:8])[CH:10]=[CH:11][CH:12]=5)[N:17]=4)=[N:20][N:21]=3)[CH:24]=2)[CH2:30][CH2:29]1 |f:2.3|. Procedure details: To a 0° C. solution of 8-(tert-butyldimethylsilyloxy)-2-(6-cyclopropyl-[1,2,4]triazolo[4,3-a]pyridin-3-yl)quinoline (0.159 g, 0.382 mmol) in 4 mL THF was added solid TBAF hydrate (0.150 g, 0.573 mmol), causing the reaction mixture to turn cloudy. The reaction mixture was warmed to ambient temperature after 5 minutes and then stirred 17 hours, after which it was diluted with saturated NH4Cl and water, causing solids to form. The solids were isolated by vacuum filtration through a Buchner funnel, ... Starting materials: Compound II, ClC1=CC=C(CNC(=O)NN(C)CC(=O)O)C=C1 (2-(2-(4-chlorobenzylcarbamoyl)-1-methylhydrazinyl)acetic acid), N[C@H](C(=O)N(CC=1C=CC=C2C=CC=NC12)[C@H](C(OCC)OCC)C)CC1=CC=C(C=C1)OC(C)(C)C ((S)-2-amino-3-(4-tert-butoxyphenyl)-N—((S)-1,1-diethoxy-propan-2-yl)-N-(quinolin-8-ylmethyl)propanamide). Product: ClC1=CC=C(CNC(NN(C)CC(=O)N[C@H](C(=O)N(CC=2C=CC=C3C=CC=NC23)[C@H](C(OCC)OCC)C)CC2=CC=C(C=C2)OC(C)(C)C)=O)C=C1 (4-(4-chlorobenzyl)-1-(2-((S)-3-(4-tert-butoxyphenyl)-1-(((S)-1,1-diethoxy-propan-2-yl)(quinolin-8-ylmethyl)amino)-1-oxopropan-2-ylamino)-2-oxoethyl)-1-methylsemicarbazide). Reaction SMILES: [Cl:1][C:2]1[CH:18]=[CH:17][C:5]([CH2:6][NH:7][C:8]([NH:10][N:11]([CH2:13][C:14]([OH:16])=O)[CH3:12])=[O:9])=[CH:4][CH:3]=1.[NH2:19][C@@H:20]([CH2:44][C:45]1[CH:50]=[CH:49][C:48]([O:51][C:52]([CH3:55])([CH3:54])[CH3:53])=[CH:47][CH:46]=1)[C:21]([N:23]([C@@H:35]([CH3:43])[CH:36]([O:40][CH2:41][CH3:42])[O:37][CH2:38][CH3:39])[CH2:24][C:25]1[CH:26]=[CH:27][CH:28]=[C:29]2[C:34]=1[N:33]=[CH:32][CH:31]=[CH:30]2)=[O:22]>>[Cl:1][C:2]1[CH:3]=[CH:4][C:5]([CH2:6][NH:7][C:8](=[O:9])[NH:10][N:11]([CH2:13][C:14]([NH:19][C@@H:20]([CH2:44][C:45]2[CH:50]=[CH:49][C:48]([O:51][C:52]([CH3:55])([CH3:54])[CH3:53])=[CH:47][CH:46]=2)[C:21]([N:23]([C@@H:35]([CH3:43])[CH:36]([O:37][CH2:38][CH3:39])[O:40][CH2:41][CH3:42])[CH2:24][C:25]2[CH:26]=[CH:27][CH:28]=[C:29]3[C:34]=2[N:33]=[CH:32][CH:31]=[CH:30]3)=[O:22])=[O:16])[CH3:12])=[CH:17][CH:18]=1. Reported procedure: According to the procedure described in the synthesis method of Compound II-15, 2-(2-(4-chlorobenzylcarbamoyl)-1-methylhydrazinyl)acetic acid (Compound VI-7) 80 mg (0.30 mmol) was coupled with (S)-2-amino-3-(4-tert-butoxyphenyl)-N—((S)-1,1-diethoxy-propan-2-yl)-N-(quinolin-8-ylmethyl)propanamide (Compound IV-3) 100 mg (0.20 mmol) to obtain the title compound. The reactants are BrC=1C=C(CN2C(=NC3=C2C=CC(=C3)OCC3=NC2=CC=CC=C2C=C3)[C@H]3C([C@H]3C(=O)OCC)(C)C)C=CC1 (racemic cis-ethyl 3-(1-(3-bromobenzyl)-5-(quinolin-2-ylmethoxy)-1H-benzo[d]imidazol-2-yl)-2,2-dimethylcyclopropanecarboxylate), FC=1C=C(C=CC1F)B(O)O (3,4-difluorophenylboronic acid). The product is FC=1C=C(C=CC1F)C1=CC(=CC=C1)CN1C(=NC2=C1C=CC(=C2)OCC2=NC1=CC=CC=C1C=C2)[C@H]2C([C@H]2C(=O)O)(C)C (racemic cis-3-{1-[(3′,4′-Difluorobiphenyl-3-yl)methyl]-5-(quinolin-2-ylmethoxy)-1H-benzimidazol-2-yl}-2,2-dimethylcyclopropanecarboxylic acid). RXN SMILES: Br[C:2]1[CH:3]=[C:4]([CH:37]=[CH:38][CH:39]=1)[CH2:5][N:6]1[C:10]2[CH:11]=[CH:12][C:13]([O:15][CH2:16][C:17]3[CH:26]=[CH:25][C:24]4[C:19](=[CH:20][CH:21]=[CH:22][CH:23]=4)[N:18]=3)=[CH:14][C:9]=2[N:8]=[C:7]1[C@@H:27]1[C@H:29]([C:30]([O:32]CC)=[O:31])[C:28]1([CH3:36])[CH3:35].[F:40][C:41]1[CH:42]=[C:43](B(O)O)[CH:44]=[CH:45][C:46]=1[F:47]>>[F:40][C:41]1[CH:42]=[C:43]([C:2]2[CH:39]=[CH:38][CH:37]=[C:4]([CH2:5][N:6]3[C:10]4[CH:11]=[CH:12][C:13]([O:15][CH2:16][C:17]5[CH:26]=[CH:25][C:24]6[C:19](=[CH:20][CH:21]=[CH:22][CH:23]=6)[N:18]=5)=[CH:14][C:9]=4[N:8]=[C:7]3[C@@H:27]3[C@H:29]([C:30]([OH:32])=[O:31])[C:28]3([CH3:36])[CH3:35])[CH:3]=2)[CH:44]=[CH:45][C:46]=1[F:47]. Procedure details: The title compound was prepared using similar methods to those in Example 110 using racemic cis-ethyl 3-(1-(3-bromobenzyl)-5-(quinolin-2-ylmethoxy)-1H-benzo[d]imidazol-2-yl)-2,2-dimethylcyclopropanecarboxylate and 3,4-difluorophenylboronic acid in Step A. MS (ESI): mass calcd. for C36H29F2N3O3, 589.22; m/z found, 590.1 [M+H]+. 1H NMR (400 MHz, CDCl3) δ 8.23 (d, J=8.5, 1H), 8.11 (d, J=8.4, 1H), 7.87-7.83 (m, 1H), 7.79-7.73 (m, 1H), 7.70 (d, J=8.5, 1H), 7.60-7.54 (m, 1H), 7.51-7.47 (m, 1H), 7.45-7... Reactants: BrBr, CSc1cccc(C)c1, ClCCl, [Fe]. Product: CSc1ccc(Br)c(C)c1. RXN SMILES: [Br:10][Br:11].[CH3:1][c:2]1[cH:3][c:4]([S:8][CH3:9])[cH:5][cH:6][cH:7]1.[Cl:12][CH2:13][Cl:14].[Fe:15]>>[CH3:1][c:2]1[cH:3][c:4]([S:8][CH3:9])[cH:5][cH:6][c:7]1[Br:10]. Run in C(CCl)Cl (ethylene dichloride). Yields the product C(C)(=O)N1CCC(CC1)C(C1=CC=C(C=C1)OC1=CC=CC=C1)=O (1-acetyl- 4-(4-phenoxybenzoyl)piperidine). Reaction SMILES: [C:1]([N:4]1[CH2:12][CH2:11][CH:7]([C:8](Cl)=[O:9])[CH2:6][CH2:5]1)(=[O:3])[CH3:2].[C:13]1([O:19][C:20]2[CH:25]=[CH:24][CH:23]=[CH:22][CH:21]=2)[CH:18]=[CH:17][CH:16]=[CH:15][CH:14]=1.[Cl-].[Al+3].[Cl-].[Cl-]>C(Cl)CCl>[C:1]([N:4]1[CH2:12][CH2:11][CH:7]([C:8](=[O:9])[C:23]2[CH:24]=[CH:25][C:20]([O:19][C:13]3[CH:18]=[CH:17][CH:16]=[CH:15][CH:14]=3)=[CH:21][CH:22]=2)[CH2:6][CH2:5]1)(=[O:3])[CH3:2] |f:2.3.4.5|. Procedure details: By following the manipulative procedure described above in Example 4(a), 32.0 g of 1-acetylisonipecotoyl chloride, [Example 1(b)] are added to a stirring solution of 30.6 g of diphenylether and 45.3 g of aluminum chloride in 100 ml of ethylene dichloride to produce a yellow oil of 1-acetyl- 4-(4-phenoxybenzoyl)piperidine. The reactants are C1(=CC=CC=C1)OC1=CC=CC=C1 (diphenylether), [Cl-].[Al+3].[Cl-].[Cl-] (aluminum chloride), C(C)(=O)N1CCC(C(=O)Cl)CC1 (1-acetylisonipecotoyl chloride). The reactants are ice, FC(C(O)C1=C(N=C(S1)C1=CC=C(C=C1)C(F)(F)F)C)(C=C)F (2,2-Difluoro-1-[4-methyl-2-(4-trifluoromethyl-phenyl)-thiazol-5-yl]-but-3-en-1-ol), C(C)(=O)OC(C)=O (acetic acid anhydride). Solvent: N1=CC=CC=C1 (pyridine). Conditions: time 1 hour. Product: C1(CC1)C(C(O)C1=C(N=C(S1)C1=CC=C(C=C1)C(F)(F)F)C)(F)F (2-Cyclopropyl-2,2-difluoro-1-[4-methyl-2-(4-trifluoromethyl-phenyl)-thiazol-5-yl]-ethanol). As a reaction SMILES: [F:1][C:2]([F:23])([CH:21]=[CH2:22])[CH:3]([C:5]1[S:9][C:8]([C:10]2[CH:15]=[CH:14][C:13]([C:16]([F:19])([F:18])[F:17])=[CH:12][CH:11]=2)=[N:7][C:6]=1[CH3:20])[OH:4].[C:24](OC(=O)C)(=O)C>N1C=CC=CC=1>[CH:21]1([C:2]([F:1])([F:23])[CH:3]([C:5]2[S:9][C:8]([C:10]3[CH:11]=[CH:12][C:13]([C:16]([F:17])([F:18])[F:19])=[CH:14][CH:15]=3)=[N:7][C:6]=2[CH3:20])[OH:4])[CH2:24][CH2:22]1. Procedure details: To an ice cooled solution of 365 mg 2,2-Difluoro-1-[4-methyl-2-(4-trifluoromethyl-phenyl)-thiazol-5-yl]-but-3-en-1-ol in 10 ml pyridine were added 5 ml acetic acid anhydride. The ice bath was removed and the reaction mixture stirred at room temperature for one hour. The ice was added and the reaction mixture diluted by addition of 100 ml dichloromethane. The organic layer was separated and washed with 50 ml water, 1 M HCl, saturated NaHCO3 solution and brine. Then the organic layer was dried ove...